Dataset: the Open Reaction Database (ORD), a public repository of structured organic reaction records. Task: describe an organic reaction: reactants, conditions, products, and yield Reactants: FC=1C=CC(=C2CC[C@H](C12)OC1=CC2=C([C@@H](CO2)CC(=O)O)C=C1)C1=C(C=C(C=C1C)OCC(=O)OC)C (2-((S)-6-((R)-7-fluoro-4-(4-(2-methoxy-2-oxoethoxy)-2,6-dimethylphenyl)-2,3-dihydro-1H-inden-1-yloxy)-2,3-dihydrobenzofuran-3-yl)acetic acid), solution, CNC (dimethylamin). The solvent is O1CCCC1 (tetrahydrofuran). Yields the product CN(C(COC1=CC(=C(C(=C1)C)C1=C2CC[C@H](C2=C(C=C1)F)OC1=CC2=C([C@@H](CO2)CC(=O)O)C=C1)C)=O)C (2-((S)-6-((R)-4-(4-(2-(Dimethylamino)-2-oxoethoxy)-2,6-dimethylphenyl)-7-fluoro-2,3-dihydro-1H-inden-1-yloxy)-2,3-dihydrobenzofuran-3-yl)acetic acid). Reaction SMILES: [F:1][C:2]1[CH:3]=[CH:4][C:5]([C:25]2[C:30]([CH3:31])=[CH:29][C:28]([O:32][CH2:33][C:34](OC)=[O:35])=[CH:27][C:26]=2[CH3:38])=[C:6]2[C:10]=1[C@H:9]([O:11][C:12]1[CH:24]=[CH:23][C:15]3[C@H:16]([CH2:19][C:20]([OH:22])=[O:21])[CH2:17][O:18][C:14]=3[CH:13]=1)[CH2:8][CH2:7]2.[CH3:39][NH:40][CH3:41]>O1CCCC1>[CH3:39][N:40]([CH3:41])[C:34](=[O:35])[CH2:33][O:32][C:28]1[CH:27]=[C:26]([CH3:38])[C:25]([C:5]2[CH:4]=[CH:3][C:2]([F:1])=[C:10]3[C:6]=2[CH2:7][CH2:8][C@H:9]3[O:11][C:12]2[CH:24]=[CH:23][C:15]3[C@H:16]([CH2:19][C:20]([OH:22])=[O:21])[CH2:17][O:18][C:14]=3[CH:13]=2)=[C:30]([CH3:31])[CH:29]=1. Procedure details: The title compound is prepared from 2-((S)-6-((R)-7-fluoro-4-(4-(2-methoxy-2-oxoethoxy)-2,6-dimethylphenyl)-2,3-dihydro-1H-inden-1-yloxy)-2,3-dihydrobenzofuran-3-yl)acetic acid and 2 M solution of dimethylamin in tetrahydrofuran following a procedure analogous to that described in example 12. LC (method 9): tR=1.06 min; Mass spectrum (ESI+): m/z=534 [M+H]+. Reactants: CCCc1ccc2c(Cl)ccnc2n1, CC(=O)Nc1ccc(Sc2ccc(C)cc2N)cc1. Yields the product CCCc1ccc2c(Nc3cc(C)ccc3Sc3ccc(NC(C)=O)cc3)ccnc2n1. As a reaction SMILES: [Cl:1][c:2]1[c:3]2[cH:4][cH:5][c:6]([CH2:12][CH2:13][CH3:14])[n:7][c:8]2[n:9][cH:10][cH:11]1.[NH2:15][c:16]1[c:17]([S:23][c:24]2[cH:25][cH:26][c:27]([NH:30][C:31]([CH3:32])=[O:33])[cH:28][cH:29]2)[cH:18][cH:19][c:20]([CH3:22])[cH:21]1>>[c:2]1([NH:15][c:16]2[c:17]([S:23][c:24]3[cH:25][cH:26][c:27]([NH:30][C:31]([CH3:32])=[O:33])[cH:28][cH:29]3)[cH:18][cH:19][c:20]([CH3:22])[cH:21]2)[c:3]2[cH:4][cH:5][c:6]([CH2:12][CH2:13][CH3:14])[n:7][c:8]2[n:9][cH:10][cH:11]1. The reactants are BrCCCCCOC=1C=C2CCC(NC2=CC1)=O (6-(5-bromopentoxy)-3,4-dihydro-carbostyril), ClC=1C=C(C=CC1Cl)S (3,4-dichloro-thiophenol). Yields the product ClC=1C=C(C=CC1Cl)SCCCCCOC=1C=C2CCC(NC2=CC1)=O (6-[5-(3,4-Dichlorophenyl-mercapto)-pentoxy]-3,4-dihydro-carbostyril). As a reaction SMILES: Br[CH2:2][CH2:3][CH2:4][CH2:5][CH2:6][O:7][C:8]1[CH:9]=[C:10]2[C:15](=[CH:16][CH:17]=1)[NH:14][C:13](=[O:18])[CH2:12][CH2:11]2.[Cl:19][C:20]1[CH:21]=[C:22]([SH:27])[CH:23]=[CH:24][C:25]=1[Cl:26]>>[Cl:19][C:20]1[CH:21]=[C:22]([S:27][CH2:2][CH2:3][CH2:4][CH2:5][CH2:6][O:7][C:8]2[CH:9]=[C:10]3[C:15](=[CH:16][CH:17]=2)[NH:14][C:13](=[O:18])[CH2:12][CH2:11]3)[CH:23]=[CH:24][C:25]=1[Cl:26]. Procedure details: Prepared analogous to Example 122 from 6-(5-bromopentoxy)-3,4-dihydro-carbostyril (m.p.: 97°-98° C.) and 3,4-dichloro-thiophenol. Reactants: CO, Cc1ccc([N+](=O)[O-])c(N)n1. Yields the product Cc1ccc(N)c(N)n1. As a reaction SMILES: [CH3:12][OH:13].[CH3:1][c:2]1[cH:3][cH:4][c:5]([N+:9]([O-:10])=[O:11])[c:6]([NH2:8])[n:7]1>>[CH3:1][c:2]1[cH:3][cH:4][c:5]([NH2:9])[c:6]([NH2:8])[n:7]1. Starting materials: CC(C)(C)OC(=O)N1CCC(C#N)CC1, C1CCOC1, C[Si](C)(C)[N-][Si](C)(C)C, CI, [Li+]. The product is CC1(C#N)CCN(C(=O)OC(C)(C)C)CC1. Reaction SMILES: [C:1](#[N:2])[CH:3]1[CH2:4][CH2:5][N:6]([C:9](=[O:10])[O:11][C:12]([CH3:13])([CH3:14])[CH3:15])[CH2:7][CH2:8]1.[CH2:28]1[O:29][CH2:30][CH2:31][CH2:32]1.[CH3:16][Si:17]([N-:18][Si:19]([CH3:20])([CH3:21])[CH3:22])([CH3:23])[CH3:24].[I:26][CH3:27].[Li+:25]>>[C:1](#[N:2])[C:3]1([CH3:16])[CH2:4][CH2:5][N:6]([C:9](=[O:10])[O:11][C:12]([CH3:13])([CH3:14])[CH3:15])[CH2:7][CH2:8]1. Reactants: Nc1ccc(S(=O)(=O)c2cc(Br)nc(N3CCCC3)c2)cc1, C=C(C)B(O)O, O=C([O-])[O-], [Na+], [Na+], C1COCCO1, c1ccc(P(c2ccccc2)(c2ccccc2)[Pd](P(c2ccccc2)(c2ccccc2)c2ccccc2)(P(c2ccccc2)(c2ccccc2)c2ccccc2)P(c2ccccc2)(c2ccccc2)c2ccccc2)cc1. Yields the product C=C(C)c1cc(S(=O)(=O)c2ccc(N)cc2)cc(N2CCCC2)n1. Reaction SMILES: [Br:1][c:2]1[n:3][c:4]([N:18]2[CH2:19][CH2:20][CH2:21][CH2:22]2)[cH:5][c:6]([S:8](=[O:9])(=[O:10])[c:11]2[cH:12][cH:13][c:14]([NH2:17])[cH:15][cH:16]2)[cH:7]1.[C:23](=[CH2:24])([CH3:25])[B:26]([OH:27])[OH:28].[C:35](=[O:36])([O-:37])[O-:38].[Na+:39].[Na+:40].[O:29]1[CH2:30][CH2:31][O:32][CH2:33][CH2:34]1.[cH:41]1[cH:42][cH:43][c:44]([P:45]([Pd:46]([P:47]([c:48]2[cH:49][cH:50][cH:51][cH:52][cH:53]2)([c:54]2[cH:55][cH:56][cH:57][cH:58][cH:59]2)[c:60]2[cH:61][cH:62][cH:63][cH:64][cH:65]2)([P:66]([c:67]2[cH:68][cH:69][cH:70][cH:71][cH:72]2)([c:73]2[cH:74][cH:75][cH:76][cH:77][cH:78]2)[c:79]2[cH:80][cH:81][cH:82][cH:83][cH:84]2)[P:85]([c:86]2[cH:87][cH:88][cH:89][cH:90][cH:91]2)([c:92]2[cH:93][cH:94][cH:95][cH:96][cH:97]2)[c:98]2[cH:99][cH:100][cH:101][cH:102][cH:103]2)([c:104]2[cH:105][cH:106][cH:107][cH:108][cH:109]2)[c:110]2[cH:111][cH:112][cH:113][cH:114][cH:115]2)[cH:116][cH:117]1>>[c:2]1([C:23](=[CH2:24])[CH3:25])[n:3][c:4]([N:18]2[CH2:19][CH2:20][CH2:21][CH2:22]2)[cH:5][c:6]([S:8](=[O:9])(=[O:10])[c:11]2[cH:12][cH:13][c:14]([NH2:17])[cH:15][cH:16]2)[cH:7]1. The reactants are C(C=C)(=O)OC(C)(C)C (Tert-butyl acrylate), C(Cl)(Cl)Cl (CHCl3), [OH-].[Na+] (NaOH). Reagents/catalysts: [Cl-].C[N+](C)(C)C (tetramethyl ammonium chloride). Run in O (water). Product: ClC1(C(C1)C(=O)OC(C)(C)C)Cl (tert-butyl 2,2-dichlorocyclopropanecarboxylate). Isolated yield 30.3%. As a reaction SMILES: [C:1]([O:5][C:6]([CH3:9])([CH3:8])[CH3:7])(=[O:4])[CH:2]=[CH2:3].[CH:10]([Cl:13])(Cl)[Cl:11].[OH-].[Na+]>[Cl-].C[N+](C)(C)C.O>[Cl:11][C:10]1([Cl:13])[CH2:3][CH:2]1[C:1]([O:5][C:6]([CH3:9])([CH3:8])[CH3:7])=[O:4] |f:2.3,4.5|. Reported procedure: Tert-butyl acrylate (32 g, 0.25 mol), CHCl3 (318 g, 3 mol), tetramethyl ammonium chloride (0.75 g, 0.0050 mol) and 50% aqueous NaOH (300 mL) were stirred at 45-50° C. for 8 hours. The mixture was diluted with water (400 mL) and the organic layer was separated. The aqueous layer was extracted with CHCl3 (75 mL). The combined organic extracts were washed with 1N HCl (200 mL) and water (250 mL), dried over Na2SO4, and concentrated under reduced pressure. The crude product was distilled to give tert... Conditions: time 4 hour. Procedure details: BCl3 (1M DCM solution, 2.5 mL, 2.5 mmol) was added dropwise to a solution of (2S,5R)-6-(benzyloxy)-2-(3-methyl-1,2,4-oxadiazol-5-yl)-1,6-diazabicyclo[3.2.1]octan-7-one (130 mg, 0.414 mmol) in dry DCM (12 mL) at −78° C. The mixture was stirred at −78° C. to 0° C. for 4 hrs. The reaction mixture was then quenched with MeOH (2 mL). The solvent was removed and the residue was purified by silica gel column chromatography (0 to 10% MeOH/DCM) to afford (2S,5R)-6-hydroxy-2-(3-methyl-1,2,4-oxadiazol-5-yl... RXN SMILES: B(Cl)(Cl)Cl.C([O:12][N:13]1[C:19](=[O:20])[N:18]2[CH2:21][C@H:14]1[CH2:15][CH2:16][C@H:17]2[C:22]1[O:26][N:25]=[C:24]([CH3:27])[N:23]=1)C1C=CC=CC=1>C(Cl)Cl>[OH:12][N:13]1[C:19](=[O:20])[N:18]2[CH2:21][C@H:14]1[CH2:15][CH2:16][C@H:17]2[C:22]1[O:26][N:25]=[C:24]([CH3:27])[N:23]=1. Product: ON1[C@@H]2CC[C@H](N(C1=O)C2)C2=NC(=NO2)C ((2S,5R)-6-hydroxy-2-(3-methyl-1,2,4-oxadiazol-5-yl)-1,6-diazabicyclo[3.2.1]octan-7-one). The reactants are B(Cl)(Cl)Cl (BCl3), C(C1=CC=CC=C1)ON1[C@@H]2CC[C@H](N(C1=O)C2)C2=NC(=NO2)C ((2S,5R)-6-(benzyloxy)-2-(3-methyl-1,2,4-oxadiazol-5-yl)-1,6-diazabicyclo[3.2.1]octan-7-one). Yield: 32.3%. Solvent: C(Cl)Cl (DCM).